describe an organic reaction: reactants, conditions, products, and yield From a dataset of the Open Reaction Database (ORD), a public repository of structured organic reaction records. Starting materials: CS(C)=O, CCOC(C)=O, Cl, [Cu]I, Fc1cc(I)ccc1I, [K+], [K+], O=C([O-])[O-], O, OCc1c[nH]cn1, Oc1cccc2cccnc12. Yields the product OCc1cn(-c2ccc(I)c(F)c2)cn1. Reaction SMILES: [CH3:35][S:36]([CH3:37])=[O:38].[CH3:41][CH2:42][O:43][C:44]([CH3:45])=[O:46].[ClH:10].[Cu:39][I:40].[I:1][c:2]1[c:3]([F:9])[cH:4][c:5]([I:8])[cH:6][cH:7]1.[K+:29].[K+:30].[O-:31][C:32]([O-:33])=[O:34].[OH2:47].[OH:11][CH2:12][c:13]1[n:14][cH:15][nH:16][cH:17]1.[OH:18][c:19]1[cH:20][cH:21][cH:22][c:23]2[c:24]1[n:25][cH:26][cH:27][cH:28]2>>[I:1][c:2]1[c:3]([F:9])[cH:4][c:5](-[n:16]2[cH:15][n:14][c:13]([CH2:12][OH:11])[cH:17]2)[cH:6][cH:7]1.